This data is from the Open Reaction Database (ORD), a public repository of structured organic reaction records. The task is: describe an organic reaction: reactants, conditions, products, and yield Starting materials: C1(CC1)N1C=C(C(C2=C(C(=C(C(=C12)F)F)F)F)=O)C(=O)O (1-cyclopropyl-5,6,7,8-tetrafluoro-1,4-dihydro-4-oxoquinoline-3-carboxylic acid), N[C@@H]1CNC[C@@H]1C (cis-3-amino-4-methylpyrrolidine). Run in N1=CC=CC=C1 (pyridine). Reaction conditions: temperature 50 celsius, time 30 minute. Product: N[C@@H]1CN(C[C@@H]1C)C1=C(C(=C2C(C(=CN(C2=C1F)C1CC1)C(=O)O)=O)F)F (7-(cis-3-amino-4-methyl-1-pyrrolidinyl)-1-cyclopropyl-5,6,8-trifluoro-1,4-dihydro-4-oxoquinoline-3-carboxylic acid). As a reaction SMILES: [CH:1]1([N:4]2[C:13]3[C:8](=[C:9]([F:17])[C:10]([F:16])=[C:11](F)[C:12]=3[F:14])[C:7](=[O:18])[C:6]([C:19]([OH:21])=[O:20])=[CH:5]2)[CH2:3][CH2:2]1.[NH2:22][C@H:23]1[C@@H:27]([CH3:28])[CH2:26][NH:25][CH2:24]1>N1C=CC=CC=1>[NH2:22][C@H:23]1[C@@H:27]([CH3:28])[CH2:26][N:25]([C:11]2[C:12]([F:14])=[C:13]3[C:8]([C:7](=[O:18])[C:6]([C:19]([OH:21])=[O:20])=[CH:5][N:4]3[CH:1]3[CH2:2][CH2:3]3)=[C:9]([F:17])[C:10]=2[F:16])[CH2:24]1. Procedure: In the same manner as described in Example 5, a mixture of 1-cyclopropyl-5,6,7,8-tetrafluoro-1,4-dihydro-4-oxoquinoline-3-carboxylic acid, cis-3-amino-4-methylpyrrolidine, and pyridine was stirred at 50° C. for 30 minutes to give 7-(cis-3-amino-4-methyl-1-pyrrolidinyl)-1-cyclopropyl-5,6,8-trifluoro-1,4-dihydro-4-oxoquinoline-3-carboxylic acid, m.p. 264°-265° C. Starting materials: C(C)C1=C(C=CC=C1)O (2-ethylphenol), COC(Cl)Cl (α,α-dichloromethyl methyl ether). Reagents/catalysts: [Ti](Cl)(Cl)(Cl)Cl (titanium tetrachloride). Solvent: ClCCl (dichloromethane). Product: C(C)C1=C(C=CC(=C1)C=O)O (2-Ethyl-4-formylphenol). Reaction SMILES: [CH2:1]([C:3]1[CH:8]=[CH:7][CH:6]=[CH:5][C:4]=1[OH:9])[CH3:2].[CH3:10][O:11]C(Cl)Cl>ClCCl.[Ti](Cl)(Cl)(Cl)Cl>[CH2:1]([C:3]1[CH:8]=[C:7]([CH:10]=[O:11])[CH:6]=[CH:5][C:4]=1[OH:9])[CH3:2]. Procedure details: 45.5 g of titanium tetrachloride was dropwise added, under stirring with ice, to a solution obtained by dissolving 14.64 g of 2-ethylphenol in 200 ml of dichloromethane. After the completion of the dropwise addition, 22.76 g of α,α-dichloromethyl methyl ether was dropwise added thereto. The ice bath was removed, and the reaction solution was stirred at room temperature for 2 hours. Then, the reaction solution was poured into a 10% hydrochloric acid aqueous solution, and the mixture was stirred f... Isolated yield 96.3%. As a reaction SMILES: S(Cl)([Cl:3])=O.[Br:5][C:6]1[CH:7]=[C:8]([CH2:12][C:13]([OH:15])=O)[CH:9]=[CH:10][CH:11]=1>C(Cl)Cl>[Br:5][C:6]1[CH:7]=[C:8]([CH2:12][C:13]([Cl:3])=[O:15])[CH:9]=[CH:10][CH:11]=1. The reactants are S(=O)(Cl)Cl (Thionyl chloride), BrC=1C=C(C=CC1)CC(=O)O (2-(3-bromophenyl)acetic acid). Reaction conditions: time 18 hour. Procedure details: Thionyl chloride (2.035 mL, 27.90 mmol) was added to 2-(3-bromophenyl)acetic acid (1.500 g, 6.98 mmol) in DCM (30 mL). The resulting solution was stirred at room temperature for 18 hours. The resulting mixture was evaporated to dryness and the residue was azeotroped with toluene to afford crude product (1.570 g, 96% yield), which was used without further purification. Solvent: C(Cl)Cl (DCM). Yields the product BrC=1C=C(C=CC1)CC(=O)Cl (2-(3-bromophenyl)acetyl Chloride). The reactants are CCN(C(C)C)C(C)C, CC1(CO)CCNCC1, ClC(Cl)Cl, O=C(O)C(F)(F)F, COc1ccc(C2COCCO2)c2sc(NC(=O)Oc3ccccc3)nc12. Yields the product COc1ccc(C2COCCO2)c2sc(NC(=O)N3CCC(C)(CO)CC3)nc12. RXN SMILES: [CH2:44]([N:45]([CH:46]([CH3:47])[CH3:48])[CH:49]([CH3:50])[CH3:51])[CH3:52].[CH3:35][C:36]1([CH2:42][OH:43])[CH2:37][CH2:38][NH:39][CH2:40][CH2:41]1.[Cl:53][CH:54]([Cl:55])[Cl:56].[F:28][C:29]([F:30])([F:31])[C:32]([OH:33])=[O:34].[c:1]1([O:2][C:8]([NH:9][c:10]2[s:11][c:12]3[c:13]([n:14]2)[c:15]([O:25][CH3:26])[cH:16][cH:17][c:18]3[CH:19]2[O:20][CH2:21][CH2:22][O:23][CH2:24]2)=[O:27])[cH:3][cH:4][cH:5][cH:6][cH:7]1>>[C:8]([NH:9][c:10]1[s:11][c:12]2[c:13]([n:14]1)[c:15]([O:25][CH3:26])[cH:16][cH:17][c:18]2[CH:19]1[O:20][CH2:21][CH2:22][O:23][CH2:24]1)(=[O:27])[N:39]1[CH2:38][CH2:37][C:36]([CH3:35])([CH2:42][OH:43])[CH2:41][CH2:40]1.